Dataset: the Open Reaction Database (ORD), a public repository of structured organic reaction records. Task: describe an organic reaction: reactants, conditions, products, and yield The reactants are CC(C)([O-])C.[K+] (potassium tert-butoxide), C/C(=C(/C(=C\C1=CC=CC=C1)/C(=O)O)\C(=O)OC)/C1=CC(=CC(=C1)OC)OC ((1E,3E)-1-Methyl-1-(3,5-dimethoxyphenyl)-2-methoxycarbonyl-3-carboxy-4-phenylbutadiene). Run in C(C)(C)(C)O (tert-butyl alcohol). Yields the product C/C(=C(/C(=C\C1=CC=CC=C1)/C(=O)O)\C(=O)OC)/C1=CC(=CC(=C1)OC)OC ((1E,3E)-1-methyl-1-(3,5-dimethoxyphenyl)-2-methoxycarbonyl-3-carboxy-4-phenylbutadiene), C/C(=C(\C(=C/C1=CC=CC=C1)\C(=O)O)/C(=O)OC)/C1=CC(=CC(=C1)OC)OC ((1Z,3E)-1-methyl-1-(3,5-dimethoxyphenyl)-2-methoxycarbonyl-3-carboxy-4-phenylbutadiene), compound. Reaction SMILES: [CH3:1]/[C:2](/[C:19]1[CH:24]=[C:23]([O:25][CH3:26])[CH:22]=[C:21]([O:27][CH3:28])[CH:20]=1)=[C:3](\[C:15]([O:17][CH3:18])=[O:16])/[C:4](/[C:12]([OH:14])=[O:13])=[CH:5]\[C:6]1[CH:11]=[CH:10][CH:9]=[CH:8][CH:7]=1.CC(C)([O-])C.[K+]>C(O)(C)(C)C>[CH3:1]/[C:2](/[C:19]1[CH:20]=[C:21]([O:27][CH3:28])[CH:22]=[C:23]([O:25][CH3:26])[CH:24]=1)=[C:3](\[C:15]([O:17][CH3:18])=[O:16])/[C:4](/[C:12]([OH:14])=[O:13])=[CH:5]\[C:6]1[CH:7]=[CH:8][CH:9]=[CH:10][CH:11]=1.[CH3:1]/[C:2](/[C:19]1[CH:20]=[C:21]([O:27][CH3:28])[CH:22]=[C:23]([O:25][CH3:26])[CH:24]=1)=[C:3](/[C:15]([O:17][CH3:18])=[O:16])\[C:4](\[C:12]([OH:14])=[O:13])=[CH:5]/[C:6]1[CH:7]=[CH:8][CH:9]=[CH:10][CH:11]=1 |f:1.2|. Reported procedure: (1E,3E)-1-Methyl-1-(3,5-dimethoxyphenyl)-2-methoxycarbonyl-3-carboxy-4-phenylbutadiene (114 g) obtained in Example 145-(1) is suspended in tert-butyl alcohol, and thereto is added potassium tert-butoxide (40.1 g), and the mixture is stirred. The reaction mixture is allowed to cool to room temperature, and further stirred for two hours. The reaction mixture is treated in the same manner as in Example 145 to give (1E,3E)-1-methyl-1-(3,5-dimethoxyphenyl)-2-methoxycarbonyl-3-carboxy-4-phenylbutadien... Reactants: BrC1=CNC2=NC=CC=C21 (3-bromo-1H-pyrrolo[2,3-b]pyridine), S1(=O)(=O)CCCC1 (sulfolane), NC1=CC=CC=C1 (aniline). Run at temperature 180 celsius. Product: C1(=CC=CC=C1)NC1=CNC2=NC=CC=C21 (N-phenyl-1H-pyrrolo[2,3-b]pyridin-3-amine). As a reaction SMILES: Br[C:2]1[C:10]2[C:5](=[N:6][CH:7]=[CH:8][CH:9]=2)[NH:4][CH:3]=1.S1(CCCC1)(=O)=O.[NH2:18][C:19]1[CH:24]=[CH:23][CH:22]=[CH:21][CH:20]=1>>[C:19]1([NH:18][C:2]2[C:10]3[C:5](=[N:6][CH:7]=[CH:8][CH:9]=3)[NH:4][CH:3]=2)[CH:24]=[CH:23][CH:22]=[CH:21][CH:20]=1. Reported procedure: To 10 mg of 3-bromo-1H-pyrrolo[2,3-b]pyridine 582 was added 0.4 mL of sulfolane and aniline (2-3 equiv). The vial was sealed and heated at 180° C. for 10 minutes. After cooling, the desired compound was isolated by preparative HPLC/MS. Starting materials: N1=C(C=CC=C1)C1=NC=C(C(=N1)C)C(=O)O (2-(2-pyridyl)-4-methyl-pyrimidine-5-carboxylic acid), C(C)C1=CN(C2=CC=C(C=C12)C(F)(F)F)N (3-ethyl-5-trifluoromethyl-indol-1-ylamine), C[N+]1(CCOCC1)C2=NC(=NC(=N2)OC)OC.[Cl-] (DMTMM). The solvent is C(=O)([O-])[O-].[Na+].[Na+] (Na2CO3), CN(C)C=O (DMF). Run at temperature 50 celsius, time 2 hour. Yields the product C(C)C1=CN(C2=CC=C(C=C12)C(F)(F)F)NC(=O)C=1C(=NC(=NC1)C1=NC=CC=C1)C (4-methyl-2-pyridin-2-yl-pyrimidine-5-carboxylic acid (3-ethyl-5-trifluoromethyl-indol-1-yl)-amide). Isolated yield 55.2%. Reaction SMILES: [N:1]1[CH:6]=[CH:5][CH:4]=[CH:3][C:2]=1[C:7]1[N:12]=[C:11]([CH3:13])[C:10]([C:14]([OH:16])=O)=[CH:9][N:8]=1.[CH2:17]([C:19]1[C:27]2[C:22](=[CH:23][CH:24]=[C:25]([C:28]([F:31])([F:30])[F:29])[CH:26]=2)[N:21]([NH2:32])[CH:20]=1)[CH3:18].C[N+]1(C2N=C(OC)N=C(OC)N=2)CCOCC1.[Cl-]>CN(C=O)C.C([O-])([O-])=O.[Na+].[Na+]>[CH2:17]([C:19]1[C:27]2[C:22](=[CH:23][CH:24]=[C:25]([C:28]([F:29])([F:31])[F:30])[CH:26]=2)[N:21]([NH:32][C:14]([C:10]2[C:11]([CH3:13])=[N:12][C:7]([C:2]3[CH:3]=[CH:4][CH:5]=[CH:6][N:1]=3)=[N:8][CH:9]=2)=[O:16])[CH:20]=1)[CH3:18] |f:2.3,5.6.7|. Procedure details: A solution of 2-(2-pyridyl)-4-methyl-pyrimidine-5-carboxylic acid (215 mg, 1 mmol) and 3-ethyl-5-trifluoromethyl-indol-1-ylamine (228 mg, 1 mmol) in DMF (5 mL) is stirred at 50° C. for 1 h. The mixture is treated with DMTMM (276 mg, 1 mmol) and stirred at 50° C. for 2 h. The mixture is diluted with saturated aqueous Na2CO3 (5 mL) and stirred for 5 min. The precipitate is collected by filtration and dried in vacuo to afford 4-methyl-2-pyridin-2-yl-pyrimidine-5-carboxylic acid (3-ethyl-5-trifluoro... Starting materials: C(C)(=O)N1CC(C2=CC(=C(C=C12)[N+](=O)[O-])OC)(C)C (1-acetyl-3,3-dimethyl-5-(methyloxy)-6-nitro-2,3-dihydro-1H-indole), Cl (HCl), O1CCOCC1 (dioxane). Solvent: CO (methanol). Conditions: temperature 70 celsius. The product is CC1(CNC2=CC(=C(C=C12)OC)[N+](=O)[O-])C (3,3-dimethyl-5-(methyloxy)-6-nitro-2,3-dihydro-1H-indole). Yield: 109.1%. As a reaction SMILES: C([N:4]1[C:12]2[C:7](=[CH:8][C:9]([O:16][CH3:17])=[C:10]([N+:13]([O-:15])=[O:14])[CH:11]=2)[C:6]([CH3:19])([CH3:18])[CH2:5]1)(=O)C.Cl.O1CCOCC1>CO>[CH3:18][C:6]1([CH3:19])[C:7]2[C:12](=[CH:11][C:10]([N+:13]([O-:15])=[O:14])=[C:9]([O:16][CH3:17])[CH:8]=2)[NH:4][CH2:5]1. Reported procedure: A solution of 1-acetyl-3,3-dimethyl-5-(methyloxy)-6-nitro-2,3-dihydro-1H-indole (2.55 g, 9.65 mmol) in methanol (75 mL) was treated with 4.0N HCl in dioxane (19.30 mL, 77 mmol) and maintained at 70° C. for 16 hours. The solution was concentrated under reduced pressure, solids were triturated with diethyl ether and the slurry was filtered to afford 3,3-dimethyl-5-(methyloxy)-6-nitro-2,3-dihydro-1H-indole (2.340 g, 94% yield) as an orange solid. 1H NMR (400 MHz, DMSO-d6) δ ppm 7.68 (s, 1 H), 7.36 ... Reactants: O.OC1=CC=CC=2NN=NC21 (Hydroxybenzotriazole monohydrate), CO[C@H](C(=O)O)C1=CC=CC=C1 ((S)-α-methoxyphenylacetic acid), C1(CCCCC1)N=C=NC1CCCCC1 (N,N'-dicyclohexylcarbodiimide), Cl.C1(=CC=CC=C1)C1(CCC([C@H]2CNC[C@@H]12)=O)C1=CC=CC=C1 ((3aR,7aR)-7,7-diphenyl-4-perhydroisoindolone hydrochloride), C(C)(C)N(CC)C(C)C (diisopropylethylamine). Solvent: C(C)(=O)OCC (ethyl acetate), CN(C=O)C (dimethylformamide), CN(C=O)C (dimethylformamide). Conditions: time 15 minute. Yields the product C1(=CC=CC=C1)C1(CCC([C@H]2CN(C[C@@H]12)C([C@H](C1=CC=CC=C1)OC)=O)=O)C1=CC=CC=C1 ((3aR,7aR)-7,7-diphenyl-2-[(S)-2-methoxy-2-phenylacetyl]-4-perhydroisoindolone). Isolated yield 40.0%. As a reaction SMILES: O.OC1C2N=NNC=2C=CC=1.[CH3:12][O:13][C@@H:14]([C:18]1[CH:23]=[CH:22][CH:21]=[CH:20][CH:19]=1)[C:15]([OH:17])=O.C1(N=C=NC2CCCCC2)CCCCC1.Cl.[C:40]1([C:46]2([C:56]3[CH:61]=[CH:60][CH:59]=[CH:58][CH:57]=3)[C@H:54]3[C@H:50]([CH2:51][NH:52][CH2:53]3)[C:49](=[O:55])[CH2:48][CH2:47]2)[CH:45]=[CH:44][CH:43]=[CH:42][CH:41]=1.C(N(C(C)C)CC)(C)C>CN(C)C=O.C(OCC)(=O)C>[C:56]1([C:46]2([C:40]3[CH:45]=[CH:44][CH:43]=[CH:42][CH:41]=3)[C@H:54]3[C@H:50]([CH2:51][N:52]([C:15](=[O:17])[C@@H:14]([O:13][CH3:12])[C:18]4[CH:23]=[CH:22][CH:21]=[CH:20][CH:19]=4)[CH2:53]3)[C:49](=[O:55])[CH2:48][CH2:47]2)[CH:57]=[CH:58][CH:59]=[CH:60][CH:61]=1 |f:0.1,4.5|. Reported procedure: Hydroxybenzotriazole monohydrate (1 g) is added to a solution of (S)-α-methoxyphenylacetic acid (1.23 g) in dry dimethylformamide (20 cc), cooled to +5° C.; stirring is continued for 15 minutes and N,N'-dicyclohexylcarbodiimide (1.53 g) is then added. The mixture is stirred for 1 hour at +5° C. and a solution of (3aR,7aR)-7,7-diphenyl-4-perhydroisoindolone hydrochloride (2.43 g) and diisopropylethylamine (1.28 cc) in dry dimethylformamide (10 cc) is then added. The reaction mixture is stirred at... Starting materials: O (water), Cl.C(C)N=C=NCCCN(C)C (l-ethyl-3-(3-dimethylaminopropyl)carbodiimide hydrochloride), C[C@H]1C(C2=C(C[C@@H](S1)C(=O)O)C=C1C(=C2)OCO1)=O ((±)-trans-1,2,4,5-tetrahydro-4-methyl-7,8-methylenedioxy-5-oxo-3-benzothiepin-2-carboxylic acid), C([C@@H](O)C1=CC=CC=C1)(=O)OC (methyl (S)-(+)-mandelate). The reagents and catalysts are CN(C1=CC=NC=C1)C (4-dimethylaminopyridine). The solvent is ClCCl (dichloromethane), CN(C=O)C (N,N-dimethylformamide). Reaction conditions: temperature 0 celsius, time 15 hour. Yields the product (S)-α-methoxycarbonylbenzyl ester, C[C@@H]1C(C2=C(C[C@H](S1)C(=O)O)C=C1C(=C2)OCO1)=O ((2S,4R)-(+)-1,2,4,5-tetrahydro-4-methyl-7,8-methylenedioxy-5-oxo-3-benzothiepin-2-carboxylic acid). Isolated yield 29.8%. As a reaction SMILES: Cl.C(N=C=NCCCN(C)C)C.[CH3:13][C@@H:14]1[S:20][C@@H:19]([C:21]([OH:23])=[O:22])[CH2:18][C:17]2[CH:24]=[C:25]3[O:30][CH2:29][O:28][C:26]3=[CH:27][C:16]=2[C:15]1=[O:31].C(OC)(=O)[C@H](C1C=CC=CC=1)O.O>ClCCl.CN(C)C=O.CN(C)C1C=CN=CC=1>[CH3:13][C@H:14]1[S:20][C@H:19]([C:21]([OH:23])=[O:22])[CH2:18][C:17]2[CH:24]=[C:25]3[O:30][CH2:29][O:28][C:26]3=[CH:27][C:16]=2[C:15]1=[O:31] |f:0.1|. Reported procedure: A solution of l-ethyl-3-(3-dimethylaminopropyl)carbodiimide hydrochloride (12.5 g) in dichloromethane (200 ml) was added to a solution of (±)-trans-1,2,4,5-tetrahydro-4-methyl-7,8-methylenedioxy-5-oxo-3-benzothiepin-2-carboxylic acid (15.34 g) and methyl (S)-(+)-mandelate (18.19 g) in N,N-dimethylformamide (DMF) (200 ml) at 0° C., followed by the addition of 4-dimethylaminopyridine (DMAP) (3.34 g). This mixture was stirred at 0° C. for 1 hour and at room temperature for 15 hours, after which it ... Reactants: C(CCC)C(CN1CCCC1)CC1=C(C(=C(C=C1)Cl)Cl)Cl (N-[2-n-Butyl-3-(2,3,4-trichlorophenyl)-propyl]-pyrrolidine), C(C=C)Br (allyl bromide). The solvent is C(C)(=O)OCC (ethyl acetate). Yields the product [Br-].C(C=C)[N+]1(CCCC1)CC(CC1=C(C(=C(C=C1)Cl)Cl)Cl)CCCC (N-Allyl-N-[2-n-butyl-3-(2,3,4-trichlorophenyl)-propyl]-pyrrolidinium bromide). RXN SMILES: [CH2:1]([CH:5]([CH2:12][C:13]1[CH:18]=[CH:17][C:16]([Cl:19])=[C:15]([Cl:20])[C:14]=1[Cl:21])[CH2:6][N:7]1[CH2:11][CH2:10][CH2:9][CH2:8]1)[CH2:2][CH2:3][CH3:4].[CH2:22]([Br:25])[CH:23]=[CH2:24]>C(OCC)(=O)C>[Br-:25].[CH2:24]([N+:7]1([CH2:6][CH:5]([CH2:1][CH2:2][CH2:3][CH3:4])[CH2:12][C:13]2[CH:18]=[CH:17][C:16]([Cl:19])=[C:15]([Cl:20])[C:14]=2[Cl:21])[CH2:11][CH2:10][CH2:9][CH2:8]1)[CH:23]=[CH2:22] |f:3.4|. Procedure: A solution of 34.8 g of (XXII) and 36.3 g of allyl bromide in 250 ml of ethyl acetate was refluxed for 5 hours. The product, which was obtained as an oil, was washed several times with ethyl acetate and then freed from residual solvent under reduced pressure. Yield: 32 g of a yellowish brown resin (compound No. 60). The reactants are C(C1=CC=CC=C1)N1C(=O)N(C(=O)C=C1NN)CCCC (1-benzyl-3-butyl-6-hydrazinouracil), CN=C=S (methyl isothiocyanate), CO (methanol). The solvent is CN(C)C=O (DMF). Product: C(C1=CC=CC=C1)N1C(N(C(C2=C1NN=C2NC)=O)CCCC)=O (7-Benzyl-5-butyl-3-methylaminopyrazolo[3,4-d]pyrimidine-4,6(5H,7H)-dione). The yield is 66.0%. RXN SMILES: [CH2:1]([N:8]1[C:15]([NH:16][NH2:17])=[CH:14][C:12](=[O:13])[N:11]([CH2:18][CH2:19][CH2:20][CH3:21])[C:9]1=[O:10])[C:2]1[CH:7]=[CH:6][CH:5]=[CH:4][CH:3]=1.[CH3:22][N:23]=[C:24]=S.CO>CN(C=O)C>[CH2:1]([N:8]1[C:15]2[NH:16][N:17]=[C:22]([NH:23][CH3:24])[C:14]=2[C:12](=[O:13])[N:11]([CH2:18][CH2:19][CH2:20][CH3:21])[C:9]1=[O:10])[C:2]1[CH:3]=[CH:4][CH:5]=[CH:6][CH:7]=1. Procedure: A solution of 1-benzyl-3-butyl-6-hydrazinouracil (4.0 g, 13.9 mM) and methyl isothiocyanate (2.85 ml, 41.7 mM) in DMF (50 ml) was stirred at 120° C. for 20 hours. To the solution was added methanol (20 ml) and the mixture was cooled to give crystals. Recrystallization from DMF/methanol gave colorless crystals (3.0 g, 66%), m.p. 282°-284° C.